Dataset: the Open Reaction Database (ORD), a public repository of structured organic reaction records. Task: describe an organic reaction: reactants, conditions, products, and yield The reactants are IC1=CC=C(CC2=CC=C(C=C2)OC)C=C1 (1-(4-iodobenzyl)-4-methoxybenzene), C(=O)(O)[O-].[Na+] (NaHCO3), S1C(=CC=C1)B(O)O (2-thiopheneboronic acid). The reagents and catalysts are C=1C=CC(=CC1)[P](C=2C=CC=CC2)(C=3C=CC=CC3)[Pd]([P](C=4C=CC=CC4)(C=5C=CC=CC5)C=6C=CC=CC6)([P](C=7C=CC=CC7)(C=8C=CC=CC8)C=9C=CC=CC9)[P](C=1C=CC=CC1)(C=1C=CC=CC1)C=1C=CC=CC1 (tetrakis(triphenylphosphine)palladium(0)). Solvent: C1(=CC=CC=C1)C.CCO (toluene EtOH). The product is COC1=CC=C(CC2=CC=C(C=C2)C2=CSC=C2)C=C1 (3-(4-(4-Methoxy-benzyl)-phenyl]-thiophene). The yield is 794.3%. As a reaction SMILES: I[C:2]1[CH:16]=[CH:15][C:5]([CH2:6][C:7]2[CH:12]=[CH:11][C:10]([O:13][CH3:14])=[CH:9][CH:8]=2)=[CH:4][CH:3]=1.C([O-])(O)=O.[Na+].[S:22]1[CH:26]=[CH:25][CH:24]=[C:23]1B(O)O>C1C=CC([P]([Pd]([P](C2C=CC=CC=2)(C2C=CC=CC=2)C2C=CC=CC=2)([P](C2C=CC=CC=2)(C2C=CC=CC=2)C2C=CC=CC=2)[P](C2C=CC=CC=2)(C2C=CC=CC=2)C2C=CC=CC=2)(C2C=CC=CC=2)C2C=CC=CC=2)=CC=1.C1(C)C=CC=CC=1.CCO>[CH3:14][O:13][C:10]1[CH:11]=[CH:12][C:7]([CH2:6][C:5]2[CH:15]=[CH:16][C:2]([C:24]3[CH:25]=[CH:26][S:22][CH:23]=3)=[CH:3][CH:4]=2)=[CH:8][CH:9]=1 |f:1.2,5.6,^1:33,35,54,73|. Procedure details: To a mixture of 1-(4-iodobenzyl)-4-methoxybenzene (0.300 g, 0.925 mmol), 2N aqueous NaHCO3 solution (1.85 mL, 3.7 mmol), and 2-thiopheneboronic acid (0.237 g, 1.85 mmol) in a solution of toluene/EtOH (17.6/0.8 mL) at ambient temperature under an atmosphere of nitrogen was added tetrakis(triphenylphosphine)palladium(0) (0.107 g, 0.093 mmol). The procedure in Example 15, Step 1 was followed to give the title product as a white solid (2.06 g, 79%): 1H NMR (400 MHz, CDCl3): δ 7.52 (d, 2H, J=8.4 Hz),... Reactants: [N+](=O)([O-])C1=C2C(C=CC(C2=CC=C1)=O)=O (5-nitro-1,4-naphthoquinone), C=CC=C (1,3-butadiene), [H][H] (hydrogen), 5-nitro, [H][H] (hydrogen). The reagents and catalysts are [Pd] (palladium on carbon). Run in COCCO (methyl cellosolve). Reaction conditions: temperature 80 celsius, time 1.5 hour. Product: NC1=CC=CC=2C(C3=CC=CC=C3C(C12)=O)=O (1-aminoanthraquinone). As a reaction SMILES: [N+:1]([C:4]1[CH:13]=[CH:12][CH:11]=[C:10]2[C:5]=1[C:6](=[O:15])[CH:7]=[CH:8][C:9]2=[O:14])([O-])=O.[CH2:16]=[CH:17][CH:18]=[CH2:19].[H][H]>[Pd].COCCO>[NH2:1][C:4]1[C:5]2[C:6](=[O:15])[C:7]3[C:8](=[CH:16][CH:17]=[CH:18][CH:19]=3)[C:9](=[O:14])[C:10]=2[CH:11]=[CH:12][CH:13]=1. Procedure details: 6.1 Grams of 5-nitro-1,4-naphthoquinone, 140 grams of methyl cellosolve (i.e., β-hydroxyethyl methyl ether) and 2.4 grams of 1,3-butadiene were introduced into an autoclave and heated to 80° C. for reaction for 2.5 hours. After allowing to cool, 0.06 gram of a 5% palladium on carbon catalyst was added to the solution into which was fed hydrogen while agitating at room temperature under normal pressure for hydrogen absorption in the amount of 2 mols per mol of the starting 5-nitro material. There... Starting materials: NCC1CC2CC2N1C(=O)c1nc(N)sc1-c1cccc(F)c1, O=C(O)c1noc2ccccc12. Product: Nc1nc(C(=O)N2C(CNC(=O)c3noc4ccccc34)CC3CC32)c(-c2cccc(F)c2)s1. As a reaction SMILES: [NH2:1][c:2]1[s:3][c:4](-[c:17]2[cH:18][c:19]([F:23])[cH:20][cH:21][cH:22]2)[c:5]([C:7](=[O:8])[N:9]2[CH:10]3[CH2:11][CH:12]3[CH2:13][CH:14]2[CH2:15][NH2:16])[n:6]1.[o:24]1[n:25][c:26]([C:33](=[O:34])[OH:35])[c:27]2[c:28]1[cH:29][cH:30][cH:31][cH:32]2>>[NH2:1][c:2]1[s:3][c:4](-[c:17]2[cH:18][c:19]([F:23])[cH:20][cH:21][cH:22]2)[c:5]([C:7](=[O:8])[N:9]2[CH:10]3[CH2:11][CH:12]3[CH2:13][CH:14]2[CH2:15][NH:16][C:33]([c:26]2[n:25][o:24][c:28]3[c:27]2[cH:32][cH:31][cH:30][cH:29]3)=[O:34])[n:6]1. Reagents/catalysts: [Pd] (Palladium on activated carbon). The product is C(C)OC(=O)C1(CC1)C1=CC=C(C=C1)C1=CC=C(C=C1)C1=C(C(=NO1)C)C(=O)O (5-(4′-(1-(ethoxycarbonyl)cyclopropyl)biphenyl-4-yl)-3-methylisoxazole-4-carboxylic acid). Reaction SMILES: [CH2:1]([O:3][C:4]([C:6]1([C:9]2[CH:14]=[CH:13][C:12]([C:15]3[CH:20]=[CH:19][C:18]([C:21]4[O:25][N:24]=[C:23]([CH3:26])[C:22]=4[C:27]([O:29]CC4C=CC=CC=4)=[O:28])=[CH:17][CH:16]=3)=[CH:11][CH:10]=2)[CH2:8][CH2:7]1)=[O:5])[CH3:2]>C(OCC)(=O)C.[Pd]>[CH2:1]([O:3][C:4]([C:6]1([C:9]2[CH:10]=[CH:11][C:12]([C:15]3[CH:20]=[CH:19][C:18]([C:21]4[O:25][N:24]=[C:23]([CH3:26])[C:22]=4[C:27]([OH:29])=[O:28])=[CH:17][CH:16]=3)=[CH:13][CH:14]=2)[CH2:8][CH2:7]1)=[O:5])[CH3:2]. Yield: 85.2%. The reactants are C(C)OC(=O)C1(CC1)C1=CC=C(C=C1)C1=CC=C(C=C1)C1=C(C(=NO1)C)C(=O)OCC1=CC=CC=C1 (Benzyl 5-(4′-(1-(ethoxycarbonyl)cyclopropyl)biphenyl-4-yl)-3-methylisoxazole-4-carboxylate). The solvent is C(C)(=O)OCC (ethyl acetate). Procedure details: The benzyl ester from Step 8 (1 g, 2.1 mmol) in ethyl acetate (10 mL) was degassed with nitrogen for 10 minutes. 10% Palladium on activated carbon (0.2 g, 0.2 mmol) was added and the solution was sparged with hydrogen via balloon. The balloon of hydrogen was maintained on the head space and the solution stirred for 1.5 hours. The reaction was diluted with ethanol and actone (to solublize the product), filtered through celite and evaporated to yield 700 mg product. Conditions: time 1.5 hour. The reactants are CNCCCOC=1C(=NC=CC1)C (methyl(3-(2-methyl(3-pyridyloxy))propyl)amine), O=C([C@H](O)[C@@H](O)[C@@H](O)[C@H](O)C(=O)O)O (galactaric acid), O (Water). Solvent: C(C)O (ethanol). The product is O=C([C@H](O)[C@@H](O)[C@@H](O)[C@H](O)C(=O)O)O.CNCCCOC=1C(=NC=CC1)C.CNCCCOC=1C(=NC=CC1)C (Methyl(3-(2-methyl(3-pyridyloxy))propyl)amine Hemigalactarate). Reaction SMILES: [CH3:1][NH:2][CH2:3][CH2:4][CH2:5][O:6][C:7]1[C:8]([CH3:13])=[N:9][CH:10]=[CH:11][CH:12]=1.[O:14]=[C:15]([OH:27])[C@@H:16]([C@H:18]([C@H:20]([C@@H:22]([C:24]([OH:26])=[O:25])[OH:23])[OH:21])[OH:19])[OH:17].O>C(O)C>[O:14]=[C:15]([OH:27])[C@@H:16]([C@H:18]([C@H:20]([C@@H:22]([C:24]([OH:26])=[O:25])[OH:23])[OH:21])[OH:19])[OH:17].[CH3:1][NH:2][CH2:3][CH2:4][CH2:5][O:6][C:7]1[C:8]([CH3:13])=[N:9][CH:10]=[CH:11][CH:12]=1.[CH3:1][NH:2][CH2:3][CH2:4][CH2:5][O:6][C:7]1[C:8]([CH3:13])=[N:9][CH:10]=[CH:11][CH:12]=1 |f:4.5.6|. Procedure: To a solution of methyl(3-(2-methyl(3-pyridyloxy))propyl)amine (1.19 g, 6.61 mmol) in ethanol (12 mL) was added galactaric acid (0.696 g, 3.30 mmol). Water (3 mL) was added drop-wise, while warming the solution to reflux. To remove some white, insoluble solids, the warm solution was filtered through a glass wool plug, washing the filter plug with a warm solution of ethanol-water (4:1, v/v) (4 mL). The filtrate was diluted with ethanol (30 mL). The mixture was allowed to cool to ambient temperatu... Product: CC(C)(C)c1cc(Nc2ccc(S(=O)(=O)Nc3nccs3)cc2)n(C(C)(C)C)n1. The reactants are CC(C)(C)c1cc(N)n(C(C)(C)C)n1, C1COCCO1, CC1(C)c2cccc(P(c3ccccc3)c3ccccc3)c2Oc2c(P(c3ccccc3)c3ccccc3)cccc21, CC(C)(C)[O-], O=S(=O)(Nc1nccs1)c1ccc(I)cc1, [Na+], O=C(C=Cc1ccccc1)C=Cc1ccccc1, O=C(C=Cc1ccccc1)C=Cc1ccccc1, O=C(C=Cc1ccccc1)C=Cc1ccccc1, [Pd], [Pd]. Reaction SMILES: [C:59]([CH3:60])([CH3:61])([CH3:62])[n:63]1[n:64][c:65]([C:69]([CH3:70])([CH3:71])[CH3:72])[cH:66][c:67]1[NH2:68].[CH2:79]1[O:80][CH2:81][CH2:82][O:83][CH2:84]1.[CH3:17][C:18]1([CH3:19])[c:20]2[cH:21][cH:22][cH:23][c:24]([P:25]([c:26]3[cH:27][cH:28][cH:29][cH:30][cH:31]3)[c:32]3[cH:33][cH:34][cH:35][cH:36][cH:37]3)[c:38]2[O:39][c:40]2[c:41]1[cH:42][cH:43][cH:44][c:45]2[P:46]([c:47]1[cH:48][cH:49][cH:50][cH:51][cH:52]1)[c:53]1[cH:54][cH:55][cH:56][cH:57][cH:58]1.[CH3:73][C:74]([CH3:75])([O-:76])[CH3:77].[I:1][c:2]1[cH:3][cH:4][c:5]([S:8](=[O:9])(=[O:10])[NH:11][c:12]2[s:13][cH:14][cH:15][n:16]2)[cH:6][cH:7]1.[Na+:78].[O:105]=[C:106]([CH:107]=[CH:108][c:109]1[cH:110][cH:111][cH:112][cH:113][cH:114]1)[CH:115]=[CH:116][c:117]1[cH:118][cH:119][cH:120][cH:121][cH:122]1.[O:123]=[C:124]([CH:125]=[CH:126][c:127]1[cH:128][cH:129][cH:130][cH:131][cH:132]1)[CH:133]=[CH:134][c:135]1[cH:136][cH:137][cH:138][cH:139][cH:140]1.[O:87]=[C:88]([CH:89]=[CH:90][c:91]1[cH:92][cH:93][cH:94][cH:95][cH:96]1)[CH:97]=[CH:98][c:99]1[cH:100][cH:101][cH:102][cH:103][cH:104]1.[Pd:85].[Pd:86]>>[c:2]1([NH:68][c:67]2[n:63]([C:59]([CH3:60])([CH3:61])[CH3:62])[n:64][c:65]([C:69]([CH3:70])([CH3:71])[CH3:72])[cH:66]2)[cH:3][cH:4][c:5]([S:8](=[O:9])(=[O:10])[NH:11][c:12]2[s:13][cH:14][cH:15][n:16]2)[cH:6][cH:7]1.